From a dataset of the Open Reaction Database (ORD), a public repository of structured organic reaction records. describe an organic reaction: reactants, conditions, products, and yield Reactants: ClCCl, COc1ccc2cc(C(O)CC3CCCC3)n(S(=O)(=O)c3ccccc3)c2n1. Product: COc1ccc2cc(C(=O)CC3CCCC3)n(S(=O)(=O)c3ccccc3)c2n1. As a reaction SMILES: [Cl:29][CH2:30][Cl:31].[c:1]1([S:7](=[O:8])(=[O:9])[n:10]2[c:11]([CH:21]([CH2:22][CH:23]3[CH2:24][CH2:25][CH2:26][CH2:27]3)[OH:28])[cH:12][c:13]3[c:14]2[n:15][c:16]([O:19][CH3:20])[cH:17][cH:18]3)[cH:2][cH:3][cH:4][cH:5][cH:6]1>>[c:1]1([S:7](=[O:8])(=[O:9])[n:10]2[c:11]([C:21]([CH2:22][CH:23]3[CH2:24][CH2:25][CH2:26][CH2:27]3)=[O:28])[cH:12][c:13]3[c:14]2[n:15][c:16]([O:19][CH3:20])[cH:17][cH:18]3)[cH:2][cH:3][cH:4][cH:5][cH:6]1.